Dataset: the Open Reaction Database (ORD), a public repository of structured organic reaction records. Task: describe an organic reaction: reactants, conditions, products, and yield Reagents/catalysts: [Pd] (palladium). The product is NC1=NC=C2NC(CCN(C2=N1)C1CCCCC1)=O (10-amino-2-cyclohexyl-2,6,9,11-tetrazabicyclo[5.4.0]undeca-7,9,11-trien-5-one). Starting materials: COC(CCNC1CCCCC1)=O (Methyl3-(cyclohexylamino)propanoate), C(=O)[O-].[NH4+] (Ammonium formate), ClC1=NC=C(C(=N1)Cl)[N+](=O)[O-] (2,4-dichloro-5-nitropyrimidine), CCN(C(C)C)C(C)C (DIPEA). The yield is 55.2%. Reaction SMILES: Cl[C:2]1[N:7]=[C:6](Cl)[C:5]([N+:9]([O-])=O)=[CH:4][N:3]=1.CC[N:14](C(C)C)C(C)C.C[O:22][C:23](=O)[CH2:24][CH2:25][NH:26][CH:27]1[CH2:32][CH2:31][CH2:30][CH2:29][CH2:28]1.C([O-])=O.[NH4+]>C1COCC1.[Pd].C(#N)C>[NH2:14][C:2]1[N:7]=[C:6]2[C:5]([NH:9][C:23](=[O:22])[CH2:24][CH2:25][N:26]2[CH:27]2[CH2:32][CH2:31][CH2:30][CH2:29][CH2:28]2)=[CH:4][N:3]=1 |f:3.4|. Procedure: 2,4-dichloro-5-nitropyrimidine (Aldrich; 10 g, 0.052 mol) was dissolved in THF (250 mL). To this was added DIPEA (11 mL, 0.062 mol) and the reaction cooled to 0° C. Methyl3-(cyclohexylamino)propanoate (9.5 g, 0.052 mol) in THF (30 mL) was slowly added. The cooling bath was removed and the reaction was stirred at room temperature for 1 hour. To the reaction mixture was added saturated NH4OH(aq) (100 mL), and the reaction heated at 55° C. for 4 hours using a dry ice condenser. The reaction mixture... Conditions: temperature 0 celsius, time 1 hour. Run in C(C)#N (acetonitrile), C1CCOC1 (THF), C1CCOC1 (THF). Procedure details: Sodium borohydride (20 mg) was added to a solution of 2-[3-(2-oxo-1,1-dimethylpropyl)-5-(1H-1,2,4-triazol-1-ylmethyl)phenyl]-2-methylpropiononitrile (prepared as described in Example 2--40 mg) in ethanol (2 ml) and the mixture was stirred at room temperature for 18 h. The mixture was diluted with water and extracted with ethyl acetate, and the extract was dried and evaporated to dryness under reduced pressure. The residue was purified by flash chromatography, using methanol (1% by volume) in eth... RXN SMILES: [BH4-].[Na+].[O:3]=[C:4]([CH3:25])[C:5]([C:8]1[CH:9]=[C:10]([C:20]([CH3:24])([CH3:23])[C:21]#[N:22])[CH:11]=[C:12]([CH2:14][N:15]2[CH:19]=[N:18][CH:17]=[N:16]2)[CH:13]=1)([CH3:7])[CH3:6]>C(O)C.O>[OH:3][CH:4]([CH3:25])[C:5]([C:8]1[CH:9]=[C:10]([C:20]([CH3:24])([CH3:23])[C:21]#[N:22])[CH:11]=[C:12]([CH2:14][N:15]2[CH:19]=[N:18][CH:17]=[N:16]2)[CH:13]=1)([CH3:7])[CH3:6] |f:0.1|. The solvent is O (water), C(C)O (ethanol). The reactants are [BH4-].[Na+] (Sodium borohydride), O=C(C(C)(C)C=1C=C(C=C(C1)CN1N=CN=C1)C(C#N)(C)C)C (2-[3-(2-oxo-1,1-dimethylpropyl)-5-(1H-1,2,4-triazol-1-ylmethyl)phenyl]-2-methylpropiononitrile). Yields the product OC(C(C)(C)C=1C=C(C=C(C1)CN1N=CN=C1)C(C#N)(C)C)C (2-[3-(2-hydroxy-1,1-dimethylpropyl)-5-(1H-1,2,4-triazol-1-yl-methyl)phenyl]-2-methylpropiononitrile). Reaction conditions: time 18 hour. The reactants are saturated solution, C(\C=C\C(=O)O)(=O)O (fumaric acid), [OH-].[Na+] (sodium hydroxide), COC=1C=CC2=C(CCC=3C=CN(C23)CCNC(C)=O)C1 (N-[2-(4,5-Dihydro-7-methoxy-1H-benzo[g]indol-1-yl)ethyl]acetamide), P(=O)(Cl)(Cl)Cl (phosphorus oxychloride), ice water. Solvent: C(C)O (ethanol). Run at temperature 50 celsius, time 30 minute. The product is C(\C=C\C(=O)O)(=O)O.COC=1C=CC2=C(CCC=3C=C4N(C23)CCN=C4C)C1 (5,6,10,11-tetrahydro-3-methoxy-8-methyl-benzo[g]pyrazino[1,2-a]indole fumarate). The yield is 49.0%. RXN SMILES: [CH3:1][O:2][C:3]1[CH:4]=[CH:5][C:6]2[C:14]3[N:13]([CH2:15][CH2:16][NH:17][C:18](=O)[CH3:19])[CH:12]=[CH:11][C:10]=3[CH2:9][CH2:8][C:7]=2[CH:21]=1.P(Cl)(Cl)(Cl)=O.[OH-].[Na+].[C:29]([OH:36])(=[O:35])/[CH:30]=[CH:31]/[C:32]([OH:34])=[O:33]>C(O)C>[C:29]([OH:36])(=[O:35])/[CH:30]=[CH:31]/[C:32]([OH:34])=[O:33].[CH3:1][O:2][C:3]1[CH:4]=[CH:5][C:6]2[C:14]3[N:13]4[CH2:15][CH2:16][N:17]=[C:18]([CH3:19])[C:12]4=[CH:11][C:10]=3[CH2:9][CH2:8][C:7]=2[CH:21]=1 |f:2.3,6.7|. Procedure details: N-[2-(4,5-Dihydro-7-methoxy-1H-benzo[g]indol-1-yl)ethyl]acetamide (14.5 g) was treated with 50 ml of phosphorus oxychloride under argon and the mixture was stirred at 50° C. for 30 minutes. The cooled mixture was added to 5000 g of ice-water and treated with 500 ml of 28% sodium hydroxide solution. The mixture was extracted once with 1000 ml of methylene chloride and twice with 500 ml of methylene chloride each time, the organic phases were combined, dried with MgSO4 and freed from solvent. The ... Reactants: CN(C)C=O, COC(=O)OC1CC2=CC=C3C4CCC(C(C)CI)C4(C)CCC3C2(C)C(OC(=O)OC)C1, [Na+], O=S([O-])c1ccccc1. The product is COC(=O)OC1CC2=CC=C3C4CCC(C(C)CS(=O)(=O)c5ccccc5)C4(C)CCC3C2(C)C(OC(=O)OC)C1. Reaction SMILES: [CH3:44][N:45]([CH3:46])[CH:47]=[O:48].[I:1][CH2:2][CH:3]([CH:4]1[CH2:5][CH2:6][CH:7]2[C:8]3=[CH:9][CH:10]=[C:11]4[CH2:12][CH:13]([O:28][C:29](=[O:30])[O:31][CH3:32])[CH2:14][CH:15]([O:23][C:24](=[O:25])[O:26][CH3:27])[C:16]4([CH3:17])[CH:18]3[CH2:19][CH2:20][C:21]12[CH3:22])[CH3:33].[Na+:43].[c:34]1([S:40](=[O:41])[O-:42])[cH:35][cH:36][cH:37][cH:38][cH:39]1>>[CH2:2]([CH:3]([CH:4]1[CH2:5][CH2:6][CH:7]2[C:8]3=[CH:9][CH:10]=[C:11]4[CH2:12][CH:13]([O:28][C:29](=[O:30])[O:31][CH3:32])[CH2:14][CH:15]([O:23][C:24](=[O:25])[O:26][CH3:27])[C:16]4([CH3:17])[CH:18]3[CH2:19][CH2:20][C:21]12[CH3:22])[CH3:33])[S:40]([c:34]1[cH:35][cH:36][cH:37][cH:38][cH:39]1)(=[O:41])=[O:42]. Starting materials: C1(=CC=CC=C1)C(N1C=NC(=C1)CCC=O)(C1=CC=CC=C1)C1=CC=CC=C1 (3-(1-triphenylmethyl-4-imidazolyl)propionaldehyde), C(C)C=1C=C(N)C=CC1 (3-ethylaniline). Solvent: C1(=CC=CC=C1)C (toluene). The product is C1(=CC=CC=C1)C(N1C=NC(=C1)CCCNC1=CC(=CC=C1)CC)(C1=CC=CC=C1)C1=CC=CC=C1 (1-triphenylmethyl-4-[3-(3-ethylphenylamino)propyl]-imidazole). As a reaction SMILES: [C:1]1([C:7]([C:23]2[CH:28]=[CH:27][CH:26]=[CH:25][CH:24]=2)([C:17]2[CH:22]=[CH:21][CH:20]=[CH:19][CH:18]=2)[N:8]2[CH:12]=[C:11]([CH2:13][CH2:14][CH:15]=O)[N:10]=[CH:9]2)[CH:6]=[CH:5][CH:4]=[CH:3][CH:2]=1.[CH2:29]([C:31]1[CH:32]=[C:33]([CH:35]=[CH:36][CH:37]=1)[NH2:34])[CH3:30]>C1(C)C=CC=CC=1>[C:1]1([C:7]([C:23]2[CH:28]=[CH:27][CH:26]=[CH:25][CH:24]=2)([C:17]2[CH:22]=[CH:21][CH:20]=[CH:19][CH:18]=2)[N:8]2[CH:12]=[C:11]([CH2:13][CH2:14][CH2:15][NH:34][C:33]3[CH:35]=[CH:36][CH:37]=[C:31]([CH2:29][CH3:30])[CH:32]=3)[N:10]=[CH:9]2)[CH:6]=[CH:5][CH:4]=[CH:3][CH:2]=1. Reported procedure: 0.4 g (1.10 mmol) of 3-(1-triphenylmethyl-4-imidazolyl)propionaldehyde is treated with 0.13 g (1.10 mmol) of 3-ethylaniline in anhydrous toluene, and then reduced as described for Example 154 to yield 1-triphenylmethyl-4-[3-(3-ethylphenylamino)propyl]-imidazole in the form of a colourless oil. The latter is deprotected with HCl in tetrahydrofuran, and the oil obtained is converted to oxalate as described for Example 154, to yield the product, m.p. 189-191° C. after recrystallization in a mixture... The reactants are O=C([O-])[O-], CS(=O)(=O)Cl, CCN(C(C)C)C(C)C, [K+], [K+], C1CCOC1, CCOC(=O)c1sc(NC(=O)NC(CO)Cc2ccccc2)nc1C. Yields the product CCOC(=O)c1sc(N2CC(Cc3ccccc3)NC2=O)nc1C. As a reaction SMILES: [C:40](=[O:41])([O-:42])[O-:43].[CH3:35][S:36](=[O:37])(=[O:38])[Cl:39].[CH:26]([N:27]([CH2:28][CH3:29])[CH:30]([CH3:31])[CH3:32])([CH3:33])[CH3:34].[K+:44].[K+:45].[O:46]1[CH2:47][CH2:48][CH2:49][CH2:50]1.[OH:1][CH2:2][CH:3]([CH2:4][c:5]1[cH:6][cH:7][cH:8][cH:9][cH:10]1)[NH:11][C:12]([NH:13][c:14]1[s:15][c:16]([C:20](=[O:21])[O:22][CH2:23][CH3:24])[c:17]([CH3:19])[n:18]1)=[O:25]>>[CH2:2]1[CH:3]([CH2:4][c:5]2[cH:6][cH:7][cH:8][cH:9][cH:10]2)[NH:11][C:12](=[O:25])[N:13]1[c:14]1[s:15][c:16]([C:20](=[O:21])[O:22][CH2:23][CH3:24])[c:17]([CH3:19])[n:18]1.